This data is from the Open Reaction Database (ORD), a public repository of structured organic reaction records. The task is: describe an organic reaction: reactants, conditions, products, and yield The reactants are CCC1(CC)OC(=O)Nc2ccc(Br)cc21, O=C([O-])[O-], C1CCOC1, Cn1cccc1C#N, CC(C)[N-]C(C)C, CC(C)OB(OC(C)C)OC(C)C, [Cl-], [K+], [K+], [Li+], [NH4+], O. Product: CCC1(CC)OC(=O)Nc2ccc(-c3ccc(C#N)n3C)cc21. Reaction SMILES: [Br:30][c:31]1[cH:32][c:33]2[c:34]([cH:44][cH:45]1)[NH:35][C:36](=[O:43])[O:37][C:38]2([CH2:39][CH3:40])[CH2:41][CH3:42].[C:46](=[O:47])([O-:48])[O-:49].[CH2:54]1[O:55][CH2:56][CH2:57][CH2:58]1.[CH3:1][n:2]1[c:3]([C:7]#[N:8])[cH:4][cH:5][cH:6]1.[CH:22]([N-:23][CH:24]([CH3:25])[CH3:26])([CH3:27])[CH3:28].[CH:9]([O:10][B:11]([O:12][CH:13]([CH3:14])[CH3:15])[O:16][CH:17]([CH3:18])[CH3:19])([CH3:20])[CH3:21].[Cl-:52].[K+:50].[K+:51].[Li+:29].[NH4+:53].[OH2:59]>>[CH3:1][n:2]1[c:3]([C:7]#[N:8])[cH:4][cH:5][c:6]1-[c:31]1[cH:32][c:33]2[c:34]([cH:44][cH:45]1)[NH:35][C:36](=[O:43])[O:37][C:38]2([CH2:39][CH3:40])[CH2:41][CH3:42]. Reactants: CC1=[N+](C=C(C(=C1C)[N+](=O)[O-])C)[O-] (2,3,5-trimethyl-4-nitropyridine 1-oxide), [Na] (sodium), CO (methanol), Cl (hydrogen chloride). Solvent: C(C)(=O)OCC (ethyl acetate). The product is COC1=C(C(=[N+](C=C1C)[O-])C)C (4-methoxy-2,3,5-trimethylpyridine 1-oxide). Reaction SMILES: [Na].[CH3:2][C:3]1[C:8]([CH3:9])=[C:7]([N+]([O-])=O)[C:6]([CH3:13])=[CH:5][N+:4]=1[O-:14].Cl.[CH3:16][OH:17]>C(OCC)(=O)C>[CH3:16][O:17][C:7]1[C:6]([CH3:13])=[CH:5][N+:4]([O-:14])=[C:3]([CH3:2])[C:8]=1[CH3:9] |^1:0|. Procedure details: 22.6 g of sodium are dissolved in 4 1 of methanol under argon. 120 g of 2,3,5-trimethyl-4-nitropyridine 1-oxide are then added portionwise thereto and the solution is left to boil under reflux overnight. The pH is adjusted to 7 by means of 5N hydrogen chloride in ethyl acetate while cooling and the mixture is then evaporated in vacuo. The residue is taken up in 1.5 1 of methylene chloride, the solution is filtered throuqh siliceous earth, which is rinsed with 0.5 1 of methylene chloride, the com... The reactants are CC1=C(C2=C([C@H]([C@@]3(N2C[C@H]4[C@@H]3N4)OC)COC(=O)N)C(=O)C1=O)O (7-hydroxy9a-methoxymitosane), CNN=NC1=CC=C(C=C1)C (3-methyl-1-p-tolyltriazene), C(Cl)Cl.CO (methylene chloride methanol). The solvent is C(C)OCC (diethyl ether), C(Cl)Cl (methylene chloride). Run at time 18 hour. Product: CC1=C(C(=O)C2=C(C1=O)N3C[C@H]4[C@@H]([C@@]3([C@@H]2COC(=O)N)OC)N4)OC (Mitomycin A). Isolated yield 24.0%. RXN SMILES: [CH3:1][C:2]1[C:22](=[O:23])[C:20](=[O:21])[C:5]2[C@@H:6]([CH2:15][O:16][C:17]([NH2:19])=[O:18])[C@@:7]3([O:13][CH3:14])[C@H:11]4[NH:12][C@H:10]4[CH2:9][N:8]3[C:4]=2[C:3]=1[OH:24].[CH3:25]NN=NC1C=CC(C)=CC=1.C(Cl)Cl.CO>C(Cl)Cl.C(OCC)C>[CH3:1][C:2]1[C:3](=[O:24])[C:4]2[N:8]3[C@@:7]([O:13][CH3:14])([C@H:6]([CH2:15][O:16][C:17]([NH2:19])=[O:18])[C:5]=2[C:20](=[O:21])[C:22]=1[O:23][CH3:25])[C@H:11]1[NH:12][C@H:10]1[CH2:9]3 |f:2.3|. Procedure details: A 100 mg (0.30 mmole) quantity of 7-hydroxy9a-methoxymitosane and 100 mg (0.67 mmole) quantity of 3-methyl-1-p-tolyltriazene was dissolved in 2 ml methylene chloride and 10 ml diethyl ether. The solution, after gently refluxing for 6 hours was stirred at room temperature for 18 hours. TLC [methylene chloride:methanol (90:10)] revealed the appearance of a deep purple spot at Rf =0.36 with a trace amount of impurity at Rf =0.41. The reaction mixture was concentrated to dryness and chromatographed ... Reactants: CS(C)=O, COCCBr, [K+], Nc1cc[nH]n1, [OH-]. Product: COCCn1ccc(N)n1. Reaction SMILES: [CH3:14][S:15]([CH3:16])=[O:17].[CH3:9][O:10][CH2:11][CH2:12][Br:13].[K+:8].[NH2:1][c:2]1[n:3][nH:4][cH:5][cH:6]1.[OH-:7]>>[NH2:1][c:2]1[n:3][n:4]([CH2:12][CH2:11][O:10][CH3:9])[cH:5][cH:6]1.